From a dataset of the Open Reaction Database (ORD), a public repository of structured organic reaction records. describe an organic reaction: reactants, conditions, products, and yield Starting materials: BrC1=NC(=CC=C1)CO[Si](C)(C)C(C)(C)C (2-bromo-6-(tert-butyldimethylsilanyloxymethyl)pyridine), N1CCOCC1 (morpholine), C1(=CC=CC=C1)P(CCCP(C1=CC=CC=C1)C1=CC=CC=C1)C1=CC=CC=C1 (1,3-bis(diphenylphosphino)propane), N#N (N2), CC(C)([O-])C.[Na+] (Sodium tert-butoxide). The reagents and catalysts are C=1C=CC(=CC1)/C=C/C(=O)/C=C/C2=CC=CC=C2.C=1C=CC(=CC1)/C=C/C(=O)/C=C/C2=CC=CC=C2.C=1C=CC(=CC1)/C=C/C(=O)/C=C/C2=CC=CC=C2.[Pd].[Pd] (Pd2(dba)3). Solvent: CCOCC (Et2O), C1(=CC=CC=C1)C (toluene). Reaction conditions: temperature 70 celsius. Product: [Si](C)(C)(C(C)(C)C)OCC1=CC=CC(=N1)N1CCOCC1 (4-[6-(tert-Butyldimethylsilanyloxymethyl)-pyridin-2-yl]morpholine). Isolated yield 72.3%. Reaction SMILES: Br[C:2]1[CH:7]=[CH:6][CH:5]=[C:4]([CH2:8][O:9][Si:10]([C:13]([CH3:16])([CH3:15])[CH3:14])([CH3:12])[CH3:11])[N:3]=1.[NH:17]1[CH2:22][CH2:21][O:20][CH2:19][CH2:18]1.C1(P(C2C=CC=CC=2)CCCP(C2C=CC=CC=2)C2C=CC=CC=2)C=CC=CC=1.N#N.CC(C)([O-])C.[Na+]>C1(C)C=CC=CC=1.C1C=CC(/C=C/C(/C=C/C2C=CC=CC=2)=O)=CC=1.C1C=CC(/C=C/C(/C=C/C2C=CC=CC=2)=O)=CC=1.C1C=CC(/C=C/C(/C=C/C2C=CC=CC=2)=O)=CC=1.[Pd].[Pd].CCOCC>[Si:10]([O:9][CH2:8][C:4]1[N:3]=[C:2]([N:17]2[CH2:22][CH2:21][O:20][CH2:19][CH2:18]2)[CH:7]=[CH:6][CH:5]=1)([C:13]([CH3:16])([CH3:15])[CH3:14])([CH3:12])[CH3:11] |f:4.5,7.8.9.10.11|. Procedure: A solution of 2-bromo-6-(tert-butyldimethylsilanyloxymethyl)pyridine (J. Org. Chem.; 1993; 4389-4397) (500 mg, 1.66 mmol), morpholine (173 μl, 2.0 mmol), 1,3-bis(diphenylphosphino)propane (68 mg, 10 mol %) in toluene (20 ml) was degassed with a stream of N2 for 15 min. Sodium tert-butoxide (222 mg, 2.31 mmol) and Pd2(dba)3 (76 mg, 5 mol %) were added and the reaction mixture was heated at 70° C. overnight under N2. After cooling to room temperature, Et2O (100 ml) was added and the solution was w...